From a dataset of the Open Reaction Database (ORD), a public repository of structured organic reaction records. describe an organic reaction: reactants, conditions, products, and yield Reactants: ClC1=NC=CC=N1 (2-chloro-pyrimidine), C(C)(C)(C)OC(=O)N1C(CNCC1)C (2-Methyl-piperazine-1-carboxylic acid tert-butyl ester). Run at temperature 120 celsius, time 2 hour. The product is C(C)(C)(C)OC(=O)N1C(CN(CC1)C1=NC=CC=N1)C (2-Methyl-4-pyrimidin-2-yl-piperazine-1-carboxylic acid tert-butyl ester). Yield: 98.8%. As a reaction SMILES: Cl[C:2]1[N:7]=[CH:6][CH:5]=[CH:4][N:3]=1.[C:8]([O:12][C:13]([N:15]1[CH2:20][CH2:19][NH:18][CH2:17][CH:16]1[CH3:21])=[O:14])([CH3:11])([CH3:10])[CH3:9]>>[C:8]([O:12][C:13]([N:15]1[CH2:20][CH2:19][N:18]([C:2]2[N:7]=[CH:6][CH:5]=[CH:4][N:3]=2)[CH2:17][CH:16]1[CH3:21])=[O:14])([CH3:11])([CH3:9])[CH3:10]. Procedure details: 100 mg 2-chloro-pyrimidine was added to 175 mg 2-Methyl-piperazine-1-carboxylic acid tert-butyl ester and this mixture was stirred for 2 h at 120° C. to give 240 mg of the desired compound. Rt: 1.31 min (method B), (M+H)+: 279 Starting materials: CO (methanol), C(C1=CC=CC=C1)OC[C@@H]1CN(C[C@@H](O1)C)CC1=C(C=C(C=C1)OC)OC ((2S,6S)-rel-2-[(benzyloxy)methyl]-4-(2,4-dimethoxybenzyl)-6-methylmorpholine), C(C1=CC=CC=C1)OC[C@@H]1CN(C[C@@H](O1)C)CC1=C(C=C(C=C1)OC)OC ((2S,6S)-rel-2-[(benzyloxy)methyl]-4-(2,4-dimethoxybenzyl)-6-methylmorpholine), ClC(=O)OC(C)Cl (1-chloroethyl chloroformate). The solvent is C(Cl)Cl (DCM). Reaction conditions: temperature 50 celsius, time 1 hour. The product is C(C1=CC=CC=C1)OC[C@@H]1CNC[C@@H](O1)C ((2S,6S)-rel-2-[(benzyloxy)methyl]-6-methylmorpholine). RXN SMILES: [CH2:1]([O:8][CH2:9][C@H:10]1[O:15][C@@H:14]([CH3:16])[CH2:13][N:12](CC2C=CC(OC)=CC=2OC)[CH2:11]1)[C:2]1[CH:7]=[CH:6][CH:5]=[CH:4][CH:3]=1.ClC(OC(Cl)C)=O.CO>C(Cl)Cl>[CH2:1]([O:8][CH2:9][C@H:10]1[O:15][C@@H:14]([CH3:16])[CH2:13][NH:12][CH2:11]1)[C:2]1[CH:3]=[CH:4][CH:5]=[CH:6][CH:7]=1. Reported procedure: To a solution of (2S,6S)-rel-2-[(benzyloxy)methyl]-4-(2,4-dimethoxybenzyl)-6-methylmorpholine (Intermediate 495, 0.6 g, 1.6 mmol) in DCM (15 mL) was added 1-chloroethyl chloroformate (0.6 mL, 6.9 mmol) and mixture was heated at 50° C. for 10 hour. To the reaction mixture methanol was added and heating was continued for 1 hour. After cooling, the mixture was concentrated give product as solid. Reactants: ClC1=C(COC=2C=CC(=NC2)C=O)C=CC=C1 (5-(2-Chloro-benzyloxy)-pyridine-2-carbaldehyde), Cl.NO (hydroxylamine hydrochloride), ClC1=C(COC=2C=CC(=NC2)C=O)C=CC=C1 (5-(2-Chloro-benzyloxy)-pyridine-2-carbaldehyde), CCO.O (EtOH H2O), [OH-].[Na+] (NaOH), CCO.O (EtOH H2O). Solvent: CC(=O)O (AcOH). Run at temperature 0 celsius. Yields the product ClC1=C(COC=2C=CC(=NC2)C=NO)C=CC=C1 (5-(2-chloro-benzyloxy)-pyridine-2-carbaldehyde oxime). Isolated yield 69.0%. Reaction SMILES: [Cl:1][C:2]1[CH:17]=[CH:16][CH:15]=[CH:14][C:3]=1[CH2:4][O:5][C:6]1[CH:7]=[CH:8][C:9]([CH:12]=O)=[N:10][CH:11]=1.CCO.[OH2:21].Cl.[NH2:23]O.[OH-].[Na+]>CC(O)=O>[Cl:1][C:2]1[CH:17]=[CH:16][CH:15]=[CH:14][C:3]=1[CH2:4][O:5][C:6]1[CH:7]=[CH:8][C:9]([CH:12]=[N:23][OH:21])=[N:10][CH:11]=1 |f:1.2,3.4,5.6|. Procedure: 5-(2-Chloro-benzyloxy)-pyridine-2-carbaldehyde (which may be prepared as described in Preparation of Intermediate 7; 2.06 g, 8.3 mmol) was suspended in 9:1 EtOH/H2O (20 mL) and hydroxylamine hydrochloride (1.45 g, 20.9 mmol) was added. A solution of 3.25 M NaOH in 9:1 EtOH/H2O (6.5 mL, 21.1 mmol) was added slowly dropwise. The mixture was heated under reflux for 2.5 h and then cooled to 0° C. The pH was adjusted to 4 by the addition of glacial AcOH. The precipitate was filtered off to give 5-(2-... Starting materials: COC(CCC1CC(C=C(C1)C)=O)(C)C (3-(3-methoxy-3-methylbut-1-yl)-5-methylcyclohex-5-en-1-one). Reagents/catalysts: [Ni] (Raney nickel). Solvent: CC(C)O (2-propanol). Reaction conditions: temperature 25 celsius, time 16 hour. Yields the product COC(CCC1CC(CC(C1)C)O)(C)C (3-(3-methoxy-3-methylbut-1-yl)-5-methylcyclohexan-1-ol). The yield is 75.8%. Reaction SMILES: [CH3:1][O:2][C:3]([CH3:15])([CH3:14])[CH2:4][CH2:5][CH:6]1[CH2:11][C:10]([CH3:12])=[CH:9][C:8](=[O:13])[CH2:7]1>CC(O)C.[Ni]>[CH3:1][O:2][C:3]([CH3:14])([CH3:15])[CH2:4][CH2:5][CH:6]1[CH2:11][CH:10]([CH3:12])[CH2:9][CH:8]([OH:13])[CH2:7]1. Procedure: A mixture of 3-(3-methoxy-3-methylbut-1-yl)-5-methylcyclohex-5-en-1-one (1.0 g, 0.0048 mol) in 2-propanol (40 mL) and Raney nickel (about 0.1 g) was shaken under hydrogen (37 psi) at 25° C. for 16 hours. Subsequent workup yielded 3-(3-methoxy-3-methylbut-1-yl)-5-methylcyclohexan-1-ol (0.78 g) as a mixture of four diastereoisomers (ratio 8.1:20.6:57.8:7.8). Reactants: ClC1(C(=C(C1=O)C1=CC=CC=C1)C1=CC=C(C=C1)SC)Cl (4,4-Dichloro-3-(4-methylthiophenyl)-2-phenyl-2-cyclobuten-1-one), OOS(=O)[O-].[K+] (Oxone), C(Cl)Cl (CH2Cl2). Solvent: CO (MeOH), O (H2O), CCOCC (Et2O). Reaction conditions: time 2 hour. The product is ClC1(C(=C(C1=O)C1=CC=CC=C1)C1=CC=C(C=C1)S(=O)(=O)C)Cl (4,4-Dichloro-3-(4-methylsulfonylphenyl)-2-phenyl-2-cyclobuten-1-one). As a reaction SMILES: [Cl:1][C:2]1([Cl:21])[C:5](=[O:6])[C:4]([C:7]2[CH:12]=[CH:11][CH:10]=[CH:9][CH:8]=2)=[C:3]1[C:13]1[CH:18]=[CH:17][C:16](SC)=[CH:15][CH:14]=1.O[O:23][S:24]([O-:26])=O.[K+].[CH2:28](Cl)Cl>CO.O.CCOCC>[Cl:1][C:2]1([Cl:21])[C:5](=[O:6])[C:4]([C:7]2[CH:12]=[CH:11][CH:10]=[CH:9][CH:8]=2)=[C:3]1[C:13]1[CH:14]=[CH:15][C:16]([S:24]([CH3:28])(=[O:26])=[O:23])=[CH:17][CH:18]=1 |f:1.2|. Procedure: To a solution of Example 1 (790mg) in CH2Cl2 (10 mL) and MeOH (10 mL) was added a solution of Oxone® (3.6 g) in H2O (10 mL). The mixture was stirred at r.t. for 2 hr and diluted with Et2O. The organic phase was washed with H2O, brine, dried (MgSO4) and the solvents evaporated. The resulting solid residue was stirred vigorously in hexane/Et2O for 1 hr and then filtered to afford the title compound as a yellow solid, m.p. 124°-125° C. The reactants are COc1ccc2c(c1OC)CC(c1ccccc1)CC2C(=O)O, CNOC, Cc1ccccc1, CCO, [Cl-], O=C(Cl)C(=O)Cl, Cl, c1ccncc1. The product is COc1ccc2c(c1OC)CC(c1ccccc1)CC2C(=O)N(C)OC. RXN SMILES: [CH3:1][O:2][c:3]1[c:4]2[c:9]([cH:10][cH:11][c:12]1[O:13][CH3:14])[CH:8]([C:15](=[O:16])[OH:17])[CH2:7][CH:6]([c:18]1[cH:19][cH:20][cH:21][cH:22][cH:23]1)[CH2:5]2.[CH3:32][NH:33][O:34][CH3:35].[CH3:36][c:37]1[cH:38][cH:39][cH:40][cH:41][cH:42]1.[CH3:43][CH2:44][OH:45].[Cl-:30].[Cl:24][C:25]([C:26]([Cl:27])=[O:28])=[O:29].[ClH:31].[cH:46]1[cH:47][cH:48][n:49][cH:50][cH:51]1>>[CH3:1][O:2][c:3]1[c:4]2[c:9]([cH:10][cH:11][c:12]1[O:13][CH3:14])[CH:8]([C:15](=[O:16])[N:33]([CH3:32])[O:34][CH3:35])[CH2:7][CH:6]([c:18]1[cH:19][cH:20][cH:21][cH:22][cH:23]1)[CH2:5]2. Starting materials: BrBr, OCc1nn(Cc2ccccc2)c2c1CCCC2, ClC(Cl)(Cl)Cl, c1ccc(P(c2ccccc2)c2ccccc2)cc1. Yields the product BrCc1nn(Cc2ccccc2)c2c1CCCC2. RXN SMILES: [Br:20][Br:21].[CH2:22]([c:23]1[cH:24][cH:25][cH:26][cH:27][cH:28]1)[n:29]1[n:30][c:31]([CH2:38][OH:39])[c:32]2[c:37]1[CH2:36][CH2:35][CH2:34][CH2:33]2.[Cl:40][C:41]([Cl:42])([Cl:43])[Cl:44].[c:1]1([P:2]([c:3]2[cH:4][cH:5][cH:6][cH:7][cH:8]2)[c:9]2[cH:10][cH:11][cH:12][cH:13][cH:14]2)[cH:15][cH:16][cH:17][cH:18][cH:19]1>>[Br:20][CH2:38][c:31]1[n:30][n:29]([CH2:22][c:23]2[cH:24][cH:25][cH:26][cH:27][cH:28]2)[c:37]2[c:32]1[CH2:33][CH2:34][CH2:35][CH2:36]2. Starting materials: CO, N, CCOC(=O)C(=O)Nc1cccnc1. Product: NC(=O)C(=O)Nc1cccnc1. Reaction SMILES: [CH3:16][OH:17].[NH3:15].[O:1]=[C:2]([C:3](=[O:4])[O:5][CH2:6][CH3:7])[NH:8][c:9]1[cH:10][n:11][cH:12][cH:13][cH:14]1>>[O:1]=[C:2]([C:3](=[O:4])[NH2:15])[NH:8][c:9]1[cH:10][n:11][cH:12][cH:13][cH:14]1.